Dataset: the Open Reaction Database (ORD), a public repository of structured organic reaction records. Task: describe an organic reaction: reactants, conditions, products, and yield Procedure: 0.37 g of tert-butyl 4-{[(1R)-1-(4-chlorobenzyl)-2-(3-{cyclohexyl[(diethylamino)carbonyl]amino}-8-azabicyclo[3.2.1]oct-8-yl)-2-oxoethyl]amino}-piperidine-1-carboxylate is solubilized in 2.74 ml of 2N hydrochloric acid in diethyl ether. The reaction medium is stirred at ambient temperature for 16 h. After evaporation to dryness, the crude is chromatographed on silica gel, elution being carried out with a 95/5/0.5 mixture of dichloromethane, methanol and aqueous ammonia. 0.27 g of N-[8-(4-chloro-N... Conditions: time 16 hour. Yields the product Cl.ClC1=CC=C(C[C@@H](NC2CCNCC2)C(=O)N2C3CC(CC2CC3)N(C(=O)N(CC)CC)C3CCCCC3)C=C1 (N-[8-(4-chloro-N-piperidin-4-yl-D-phenylalanyl)-8-azabicyclo-[3.2.1]oct-3-yl]-N-cyclohexyl-N′,N′-diethylurea hydrochloride). Run in Cl (hydrochloric acid), C(C)OCC (diethyl ether). The reactants are ClC1=CC=C(C[C@H](C(=O)N2C3CC(CC2CC3)N(C(=O)N(CC)CC)C3CCCCC3)NC3CCN(CC3)C(=O)OC(C)(C)C)C=C1 (tert-butyl 4-{[(1R)-1-(4-chlorobenzyl)-2-(3-{cyclohexyl[(diethylamino)carbonyl]amino}-8-azabicyclo[3.2.1]oct-8-yl)-2-oxoethyl]amino}-piperidine-1-carboxylate). As a reaction SMILES: [Cl:1][C:2]1[CH:47]=[CH:46][C:5]([CH2:6][C@@H:7]([NH:32][CH:33]2[CH2:38][CH2:37][N:36](C(OC(C)(C)C)=O)[CH2:35][CH2:34]2)[C:8]([N:10]2[CH:15]3[CH2:16][CH2:17][CH:11]2[CH2:12][CH:13]([N:18]([CH:26]2[CH2:31][CH2:30][CH2:29][CH2:28][CH2:27]2)[C:19]([N:21]([CH2:24][CH3:25])[CH2:22][CH3:23])=[O:20])[CH2:14]3)=[O:9])=[CH:4][CH:3]=1>Cl.C(OCC)C>[ClH:1].[Cl:1][C:2]1[CH:47]=[CH:46][C:5]([CH2:6][C@H:7]([C:8]([N:10]2[CH:15]3[CH2:16][CH2:17][CH:11]2[CH2:12][CH:13]([N:18]([CH:26]2[CH2:27][CH2:28][CH2:29][CH2:30][CH2:31]2)[C:19]([N:21]([CH2:22][CH3:23])[CH2:24][CH3:25])=[O:20])[CH2:14]3)=[O:9])[NH:32][CH:33]2[CH2:38][CH2:37][NH:36][CH2:35][CH2:34]2)=[CH:4][CH:3]=1 |f:3.4|. Yield: 161.2%. Reactants: Cl (hydrochloric acid), C(C)(C)(C)OC(=O)NS(=O)(=O)C1(CC1)C(C1=CC=CC=C1)O (N-tert-butyloxycarbonyl-1-(hydroxyphenylmethyl)cyclopropanesulfonamide), C([O-])([O-])=O.[Na+].[Na+] (sodium carbonate). Solvent: C(C)(=O)OCC (ethyl acetate). Conditions: temperature 65 celsius, time 8 hour. The product is OC(C1(CC1)S(=O)(=O)N)C1=CC=CC=C1 (1-(Hydroxyphenylmethyl)cyclopropanesulfonamide). Yield: 99.9%. Reaction SMILES: C(OC([NH:8][S:9]([C:12]1([CH:15]([OH:22])[C:16]2[CH:21]=[CH:20][CH:19]=[CH:18][CH:17]=2)[CH2:14][CH2:13]1)(=[O:11])=[O:10])=O)(C)(C)C.Cl.C(=O)([O-])[O-].[Na+].[Na+]>C(OCC)(=O)C>[OH:22][CH:15]([C:16]1[CH:21]=[CH:20][CH:19]=[CH:18][CH:17]=1)[C:12]1([S:9]([NH2:8])(=[O:10])=[O:11])[CH2:13][CH2:14]1 |f:2.3.4|. Reported procedure: 880 mg of N-tert-butyloxycarbonyl-1-(hydroxyphenylmethyl)cyclopropanesulfonamide were dissolved in 25 ml of ethyl acetate, and 13.4 ml of a 1 N aqueous hydrochloric acid were added. The reaction solution was heated to 65° C. and the completeness of the conversion was checked with LCMS. After 8 hours, the mixture was neutralized with saturated aqueous sodium carbonate solution, and the organic phase was dried over Na2SO4 and concentrated by rotary evaporation. This gave the product (610 mg) with ...